Dataset: the Open Reaction Database (ORD), a public repository of structured organic reaction records. Task: describe an organic reaction: reactants, conditions, products, and yield Reactants: CNCCCn1c2c(c(=O)[nH]c1=O)CCCC2, Cl, O=S(=O)(Cl)c1ccc(F)cc1, c1ccncc1. The product is CN(CCCn1c2c(c(=O)[nH]c1=O)CCCC2)S(=O)(=O)c1ccc(F)cc1. Reaction SMILES: [CH3:1][NH:2][CH2:3][CH2:4][CH2:5][n:6]1[c:7](=[O:17])[nH:8][c:9](=[O:16])[c:10]2[c:15]1[CH2:14][CH2:13][CH2:12][CH2:11]2.[ClH:29].[F:18][c:19]1[cH:20][cH:21][c:22]([S:25](=[O:26])(=[O:27])[Cl:28])[cH:23][cH:24]1.[cH:30]1[cH:31][cH:32][n:33][cH:34][cH:35]1>>[CH3:1][N:2]([CH2:3][CH2:4][CH2:5][n:6]1[c:7](=[O:17])[nH:8][c:9](=[O:16])[c:10]2[c:15]1[CH2:14][CH2:13][CH2:12][CH2:11]2)[S:25]([c:22]1[cH:21][cH:20][c:19]([F:18])[cH:24][cH:23]1)(=[O:26])=[O:27]. The reactants are O=C([O-])[O-], CCOC(=O)c1cn[nH]c1, CC(C)=O, CCOC(C)=O, CCCCCC, [K+], [K+], CS(=O)(=O)OC1CC(=O)N(c2cccc(C(F)(F)F)c2)C1. Product: CCOC(=O)c1cnn(CC2CC(=O)N(c3cccc(C(F)(F)F)c3)C2)c1. Reaction SMILES: [C:32](=[O:33])([O-:34])[O-:35].[CH2:22]([CH3:23])[O:24][C:25](=[O:26])[c:27]1[cH:28][n:29][nH:30][cH:31]1.[CH3:38][C:39](=[O:40])[CH3:41].[CH3:42][CH2:43][O:44][C:45]([CH3:46])=[O:47].[CH3:48][CH2:49][CH2:50][CH2:51][CH2:52][CH3:53].[K+:36].[K+:37].[O:1]=[C:2]1[CH2:3][CH:4]([O:17][S:18]([CH3:19])(=[O:20])=[O:21])[CH2:5][N:6]1[c:7]1[cH:8][c:9]([C:13]([F:14])([F:15])[F:16])[cH:10][cH:11][cH:12]1>>[O:1]=[C:2]1[CH2:3][CH:4]([CH2:32][n:30]2[n:29][cH:28][c:27]([C:25]([O:24][CH2:22][CH3:23])=[O:26])[cH:31]2)[CH2:5][N:6]1[c:7]1[cH:8][c:9]([C:13]([F:14])([F:15])[F:16])[cH:10][cH:11][cH:12]1.